From a dataset of the Open Reaction Database (ORD), a public repository of structured organic reaction records. describe an organic reaction: reactants, conditions, products, and yield The reactants are C(C)(=O)OC(C)=O (acetic anhydride), CC1(N=C(OC1)C1=CC=C(C=C1)C(C1=C(C=CC=C1)OC)O)C (1-[4-(4,4-Dimethyloxazolin-2-yl)phenyl]-1-(2-methoxyphenyl)methyl alcohol), CO (methanol). The solvent is N1=CC=CC=C1 (pyridine). Conditions: time 4 hour. The product is C(C)(=O)OC(C1=C(C=CC=C1)OC)C1=CC=C(C=C1)C=1OCC(N1)(C)C (1-[4-(4,4-dimethyloxazolin-2-yl)phenyl]-1-(2-methoxyphenyl)methyl acetate). RXN SMILES: [CH3:1][C:2]1([CH3:23])[CH2:6][O:5][C:4]([C:7]2[CH:12]=[CH:11][C:10]([CH:13]([OH:22])[C:14]3[CH:19]=[CH:18][CH:17]=[CH:16][C:15]=3[O:20][CH3:21])=[CH:9][CH:8]=2)=[N:3]1.[C:24](OC(=O)C)(=[O:26])[CH3:25].CO>N1C=CC=CC=1>[C:24]([O:22][CH:13]([C:10]1[CH:9]=[CH:8][C:7]([C:4]2[O:5][CH2:6][C:2]([CH3:23])([CH3:1])[N:3]=2)=[CH:12][CH:11]=1)[C:14]1[CH:19]=[CH:18][CH:17]=[CH:16][C:15]=1[O:20][CH3:21])(=[O:26])[CH3:25]. Procedure details: 1-[4-(4,4-Dimethyloxazolin-2-yl)phenyl]-1-(2-methoxyphenyl)methyl alcohol (100 mg) was dissolved in pyridine (0.4 ml), added with acetic anhydride (0.25 ml) with ice cooling and stirred at room temperature for 4 hours. After the reaction mixture was added with methanol (0.25 ml) with ice cooling and stirred at room temperature for 10 minutes, the solvent was evaporated under reduced pressure to obtain 1-[4-(4,4-dimethyloxazolin-2-yl)phenyl]-1-(2-methoxyphenyl)methyl acetate. The reactants are BrCC1=CC(=C(C=C1)C=1SC2=NC(=CC=C2N1)C1(CC1)C1=CC=CC=C1)F (2-(4-(bromomethyl)-2-fluorophenyl)-5-(1-phenylcyclopropyl)thiazolo[5,4-b]pyridine), ice water, CC(C)([O-])C.[Na+] (sodium tert-butoxide), C(C)OC(C(C(=O)OCC)NC(C)=O)=O (acetamidomalonic acid diethyl ester), CN(C)C=O (DMF). Solvent: CCOC(=O)C (EtOAc), C1CCOC1 (THF), C1CCOC1 (THF). Reaction conditions: temperature 80 celsius. Yields the product C(C)(=O)NC(C(=O)OCC)(C(=O)OCC)CC1=CC(=C(C=C1)C=1SC2=NC(=CC=C2N1)C1(CC1)C1=CC=CC=C1)F (diethyl 2-acetamido-2-(3-fluoro-4-(5-(1-phenylcyclopropyl)thiazolo[5,4-b]pyridin-2-yl)benzyl)malonate). Reaction SMILES: CC(C)([O-])C.[Na+].[CH2:7]([O:9][C:10](=[O:21])[CH:11]([NH:17][C:18](=[O:20])[CH3:19])[C:12]([O:14][CH2:15][CH3:16])=[O:13])[CH3:8].CN(C=O)C.Br[CH2:28][C:29]1[CH:34]=[CH:33][C:32]([C:35]2[S:36][C:37]3[C:42]([N:43]=2)=[CH:41][CH:40]=[C:39]([C:44]2([C:47]4[CH:52]=[CH:51][CH:50]=[CH:49][CH:48]=4)[CH2:46][CH2:45]2)[N:38]=3)=[C:31]([F:53])[CH:30]=1>C1COCC1.CCOC(C)=O>[C:18]([NH:17][C:11]([CH2:28][C:29]1[CH:34]=[CH:33][C:32]([C:35]2[S:36][C:37]3[C:42]([N:43]=2)=[CH:41][CH:40]=[C:39]([C:44]2([C:47]4[CH:48]=[CH:49][CH:50]=[CH:51][CH:52]=4)[CH2:45][CH2:46]2)[N:38]=3)=[C:31]([F:53])[CH:30]=1)([C:10]([O:9][CH2:7][CH3:8])=[O:21])[C:12]([O:14][CH2:15][CH3:16])=[O:13])(=[O:20])[CH3:19] |f:0.1|. Procedure details: In a sealable bottle, sodium tert-butoxide (0.120 g, 1.25 mmol) was added to a mixture of acetamidomalonic acid diethyl ester (0.272 g, 1.25 mmol) in THF (10.00 ml)/DMF (2.00 ml). The reaction was heated to 80° C. for 20 min., cooled to ambient temperature, and a solution of 2-(4-(bromomethyl)-2-fluorophenyl)-5-(1-phenylcyclopropyl)thiazolo[5,4-b]pyridine (0.500 g, 1.14 mmol) in THF 4 ml was added slowly dropwise. The resulting mixture was heated to reflux (90 deg. C.) for 1.5 h, and the color c... Starting materials: CCNCC, CN1CCCC1=O, Nc1cc(Cl)c(C(=O)Nc2ccc3cn[nH]c3c2)cc1[N+](=O)[O-]. Yields the product CCN(CC)c1cc(N)c([N+](=O)[O-])cc1C(=O)Nc1ccc2cn[nH]c2c1. Reaction SMILES: [CH2:24]([CH3:25])[NH:26][CH2:27][CH3:28].[CH3:29][N:30]1[CH2:31][CH2:32][CH2:33][C:34]1=[O:35].[NH2:1][c:2]1[cH:3][c:4]([Cl:23])[c:5]([C:6](=[O:7])[NH:8][c:9]2[cH:10][cH:11][c:12]3[cH:13][n:14][nH:15][c:16]3[cH:17]2)[cH:18][c:19]1[N+:20](=[O:21])[O-:22]>>[NH2:1][c:2]1[cH:3][c:4]([N:26]([CH2:24][CH3:25])[CH2:27][CH3:28])[c:5]([C:6](=[O:7])[NH:8][c:9]2[cH:10][cH:11][c:12]3[cH:13][n:14][nH:15][c:16]3[cH:17]2)[cH:18][c:19]1[N+:20](=[O:21])[O-:22].